From a dataset of the Open Reaction Database (ORD), a public repository of structured organic reaction records. describe an organic reaction: reactants, conditions, products, and yield Reported procedure: To a solution of 2-fluoro-3-iodo4-methylbenzaldehyde oxime (0.48 g, 1.7 mmol) in DMF (0.5 mL) was added N-chlorosuccinimide (83 mg, 0.62 mmol) and the mixture was heated at 55° C. for 5 min. The mixture was allowed to cool to <50° C., an additional N-chlorosuccinimide (166 mg, 1.24 mmol) was added, then it was heated at 55° C. for 10 min. The reaction mixture was allowed to cool to RT, treated with water (5 mL), and extracted with ethyl acetate (3×20 mL). The combined ethyl acetate layers were w... RXN SMILES: [F:1][C:2]1[C:10]([I:11])=[C:9]([CH3:12])[CH:8]=[CH:7][C:3]=1[CH:4]=[N:5][OH:6].[Cl:13]N1C(=O)CCC1=O.O>CN(C=O)C>[F:1][C:2]1[C:10]([I:11])=[C:9]([CH3:12])[CH:8]=[CH:7][C:3]=1[C:4](=[N:5][OH:6])[Cl:13]. Yields the product FC1=C(C(Cl)=NO)C=CC(=C1I)C (2-fluoro-3-iodo-4-methylbenzoyl chloride oxime). Reaction conditions: temperature 55 celsius. The reactants are FC1=C(C=NO)C=CC(=C1I)C (2-fluoro-3-iodo4-methylbenzaldehyde oxime), ClN1C(CCC1=O)=O (N-chlorosuccinimide), O (water), ClN1C(CCC1=O)=O (N-chlorosuccinimide). Run in CN(C)C=O (DMF).